describe an organic reaction: reactants, conditions, products, and yield From a dataset of the Open Reaction Database (ORD), a public repository of structured organic reaction records. Reactants: CN(C)CCCl, [H-], Nc1c2c(nc3ccccc13)CCc1cn[nH]c1-2, [Na+], CN(C)C=O. Yields the product CN(C)CCn1cc2c(n1)-c1c(nc3ccccc3c1N)CC2. RXN SMILES: [CH3:21][N:22]([CH2:23][CH2:24][Cl:25])[CH3:26].[H-:20].[NH2:1][c:2]1[c:3]2[cH:4][cH:5][cH:6][cH:7][c:8]2[n:9][c:10]2[c:15]1-[c:14]1[c:13]([cH:18][n:17][nH:16]1)[CH2:12][CH2:11]2.[Na+:19].[O:27]=[CH:28][N:29]([CH3:30])[CH3:31]>>[NH2:1][c:2]1[c:3]2[cH:4][cH:5][cH:6][cH:7][c:8]2[n:9][c:10]2[c:15]1-[c:14]1[c:13]([cH:18][n:17]([CH2:24][CH2:23][N:22]([CH3:21])[CH3:26])[n:16]1)[CH2:12][CH2:11]2. The reactants are Nc1ccc2c(c1)COC(Nc1cccc(C3CC3)c1)=N2, O=C(O)C1CC1. The product is O=C(Nc1ccc2c(c1)COC(Nc1cccc(C3CC3)c1)=N2)C1CC1. RXN SMILES: [CH:1]1([c:4]2[cH:5][c:6]([NH:10][C:11]3=[N:16][c:15]4[c:14]([cH:20][c:19]([NH2:21])[cH:18][cH:17]4)[CH2:13][O:12]3)[cH:7][cH:8][cH:9]2)[CH2:2][CH2:3]1.[CH:22]1([C:25](=[O:26])[OH:27])[CH2:23][CH2:24]1>>[CH:1]1([c:4]2[cH:5][c:6]([NH:10][C:11]3=[N:16][c:15]4[c:14]([cH:20][c:19]([NH:21][C:25]([CH:22]5[CH2:23][CH2:24]5)=[O:26])[cH:18][cH:17]4)[CH2:13][O:12]3)[cH:7][cH:8][cH:9]2)[CH2:2][CH2:3]1. Reactants: COC(C1=C(C=CC=C1)SC1=CN(C2=CC(=CC=C12)N(C)C(=O)OC(C)(C)C)CC1=CC(=CC(=C1)F)F)=O (2-[6-(tert-butoxycarbonyl-methyl-amino)-1-(3,5-difluoro-benzyl)-1H-indol-3-ylsulfanyl]-benzoic acid methyl ester), [H-].[Al+3].[Li+].[H-].[H-].[H-] (lithium aluminium hydride). The solvent is C(C)OCC (diethyl ether), O1CCCC1 (tetrahydrofuran). Conditions: time 1 hour. Yields the product C(C)(C)(C)OC(N(C)C1=CC=C2C(=CN(C2=C1)CC1=CC(=CC(=C1)F)F)SC1=C(C=CC=C1)CO)=O ([1-(3,5-difluoro-benzyl)-3-(2-hydroxymethyl-phenylsulfanyl)-1H-indol-6-yl]-methyl-carbamic acid tert-butyl ester). Isolated yield 95.3%. RXN SMILES: C[O:2][C:3](=O)[C:4]1[CH:9]=[CH:8][CH:7]=[CH:6][C:5]=1[S:10][C:11]1[C:19]2[C:14](=[CH:15][C:16]([N:20]([C:22]([O:24][C:25]([CH3:28])([CH3:27])[CH3:26])=[O:23])[CH3:21])=[CH:17][CH:18]=2)[N:13]([CH2:29][C:30]2[CH:35]=[C:34]([F:36])[CH:33]=[C:32]([F:37])[CH:31]=2)[CH:12]=1.[H-].[Al+3].[Li+].[H-].[H-].[H-]>C(OCC)C.O1CCCC1>[C:25]([O:24][C:22](=[O:23])[N:20]([C:16]1[CH:15]=[C:14]2[C:19]([C:11]([S:10][C:5]3[CH:6]=[CH:7][CH:8]=[CH:9][C:4]=3[CH2:3][OH:2])=[CH:12][N:13]2[CH2:29][C:30]2[CH:35]=[C:34]([F:36])[CH:33]=[C:32]([F:37])[CH:31]=2)=[CH:18][CH:17]=1)[CH3:21])([CH3:28])([CH3:26])[CH3:27] |f:1.2.3.4.5.6|. Procedure details: i)—A solution of 2-[6-(tert-butoxycarbonyl-methyl-amino)-1-(3,5-difluoro-benzyl)-1H-indol-3-ylsulfanyl]-benzoic acid methyl ester (Example 6, method 1, step ii; 0.163 g, 0.30 mmol) in a mixture of diethyl ether and tetrahydrofuran was treated with lithium aluminium hydride (1 M solution in tetrahydrofuran; 0.3 ml, 0.3 mmol). After 1 h stirring, the reaction mixture was quenched with a saturated aqueous solution of sodium sulfate. The mixture was filtered and the filtrate was concentrated under r... Reactants: C#Cc1cc(CN)cc(F)c1NS(C)(=O)=O, C1CCOC1, CN1CCOCC1, Cc1nc(C(F)(F)F)ccc1C=CC(=O)O, COc1nc(OC)nc([N+]2(C)CCOCC2)n1, [Cl-], Cl, O. The product is C#Cc1cc(CNC(=O)C=Cc2ccc(C(F)(F)F)nc2C)cc(F)c1NS(C)(=O)=O. RXN SMILES: [C:2](#[CH:3])[c:4]1[cH:5][c:6]([CH2:7][NH2:8])[cH:9][c:10]([F:17])[c:11]1[NH:12][S:13](=[O:14])(=[O:15])[CH3:16].[CH2:60]1[O:61][CH2:62][CH2:63][CH2:64]1.[CH3:18][N:19]1[CH2:20][CH2:21][O:22][CH2:23][CH2:24]1.[CH3:25][c:26]1[n:27][c:28]([C:37]([F:38])([F:39])[F:40])[cH:29][cH:30][c:31]1[CH:32]=[CH:33][C:34](=[O:35])[OH:36].[CH3:43][O:44][c:45]1[n:46][c:47]([O:48][CH3:49])[n:50][c:51]([N+:52]2([CH3:53])[CH2:54][CH2:55][O:56][CH2:57][CH2:58]2)[n:59]1.[Cl-:42].[ClH:1].[OH2:41]>>[C:2](#[CH:3])[c:4]1[cH:5][c:6]([CH2:7][NH:8][C:34]([CH:33]=[CH:32][c:31]2[c:26]([CH3:25])[n:27][c:28]([C:37]([F:38])([F:39])[F:40])[cH:29][cH:30]2)=[O:35])[cH:9][c:10]([F:17])[c:11]1[NH:12][S:13](=[O:14])(=[O:15])[CH3:16]. The reactants are O=C1N(C(C2=CC=CC=C12)=O)C[C@H](CC1=C(C=CC=C1)C(F)(F)F)NC(C1=CC=C(C=C1)C1=CN=NN1C)=O (N-((1S)-2-(1,3-dioxo-1,3-dihydro-2H-isoindol-2-yl)-1-{[2-(trifluoromethyl)phenyl]methyl}ethyl)-4-(1-methyl-1H-1,2,3-triazol-5-yl)benzamide), C(=O)(C(F)(F)F)O (TFA). The product is NC[C@H](CC1=CC(=CC=C1)F)NC(C1=CC=C(C=C1)C1=CN=NN1C)=O (N-{(1S)-2-amino-1-[(3-fluorophenyl)methyl]ethyl}-4-(1-methyl-1H-1,2,3-triazol-5-yl)benzamide). Reaction SMILES: O=C1C2C(=CC=CC=2)C(=O)[N:3]1[CH2:12][C@@H:13]([NH:25][C:26](=[O:39])[C:27]1[CH:32]=[CH:31][C:30]([C:33]2[N:37]([CH3:38])[N:36]=[N:35][CH:34]=2)=[CH:29][CH:28]=1)[CH2:14][C:15]1[CH:20]=[CH:19][CH:18]=C[C:16]=1[C:21]([F:24])(F)F.C(O)(C(F)(F)F)=O>>[NH2:3][CH2:12][C@@H:13]([NH:25][C:26](=[O:39])[C:27]1[CH:28]=[CH:29][C:30]([C:33]2[N:37]([CH3:38])[N:36]=[N:35][CH:34]=2)=[CH:31][CH:32]=1)[CH2:14][C:15]1[CH:20]=[CH:19][CH:18]=[C:21]([F:24])[CH:16]=1. Procedure details: The title compound was prepared as a white solid according to the procedure of Example 43, except substituting N-{(1S)-2-(1,3-dioxo-1,3-dihydro-2H-isoindol-2-yl)-1-[(3-fluorophenyl)methyl]ethyl}-4-(1-methyl-1H-1,2,3-triazol-5-yl)benzamide for N-((1S)-2-(1,3-dioxo-1,3-dihydro-2H-isoindol-2-yl)-1-{[2-(trifluoromethyl)phenyl]methyl}ethyl)-4-(1-methyl-1H-1,2,3-triazol-5-yl)benzamide. The title compound was a TFA salt: LC-MS (ES) m/z 354.2 (M+H)+, 1H NMR (400 MHz, MeOD) δ ppm 7.94-7.90 (m, 3H), 7.69 ... The reactants are ClC1=C(OC2=C(OC(C(=O)O)C)C=CC=C2)C=C(C(=C1)F)N1C(N(C(=CC1=O)C(F)(F)F)C)=O (2-[2-{2-chloro-4-fluoro-5-[3-methyl-2,6-dioxo-4-(trifluoromethyl)-1,2,3,6-tetrahydropyrimidin-1-yl]phenoxy}phenoxy]propionic acid), S(=O)(Cl)Cl (thionyl chloride). The solvent is O1CCCC1 (tetrahydrofuran). Product: ClC1=C(OC2=C(OC(C(=O)OCCCCC)C)C=CC=C2)C=C(C(=C1)F)N1C(N(C(=CC1=O)C(F)(F)F)C)=O (pentyl 2-[2-{2-chloro-4-fluoro-5-[3-methyl-2,6-dioxo-4-(trifluoromethyl)-1,2,3,6-tetrahydropyrimidin-1-yl]phenoxy}phenoxy]propionate), compound 3-189. Reaction SMILES: [Cl:1][C:2]1[CH:20]=[C:19]([F:21])[C:18]([N:22]2[C:27](=[O:28])[CH:26]=[C:25]([C:29]([F:32])([F:31])[F:30])[N:24]([CH3:33])[C:23]2=[O:34])=[CH:17][C:3]=1[O:4][C:5]1[CH:16]=[CH:15][CH:14]=[CH:13][C:6]=1[O:7][CH:8]([CH3:12])[C:9]([OH:11])=[O:10].S(Cl)(Cl)=O>O1CCCC1>[Cl:1][C:2]1[CH:20]=[C:19]([F:21])[C:18]([N:22]2[C:27](=[O:28])[CH:26]=[C:25]([C:29]([F:30])([F:31])[F:32])[N:24]([CH3:33])[C:23]2=[O:34])=[CH:17][C:3]=1[O:4][C:5]1[CH:16]=[CH:15][CH:14]=[CH:13][C:6]=1[O:7][CH:8]([CH3:12])[C:9]([O:11][CH2:17][CH2:3][CH2:2][CH2:20][CH3:19])=[O:10]. Procedure: 2-[2-{2-chloro-4-fluoro-5-[3-methyl-2,6-dioxo-4-(trifluoromethyl)-1,2,3,6-tetrahydropyrimidin-1-yl]phenoxy}phenoxy]propionic acid is dissolved in tetrahydrofuran, to this is added thionyl chloride while stirring, then, the mixture is heated while stirring under reflux condition. Then, the solution is allowed to cool, concentrated, then, dissolved in tetrahydrofuran (hereinafter, referred to as Solution A). Tetrahydrofuran is added to 1-pentyl alcohol, and Solution A is added to this, then, pyrid... Starting materials: NC=1C=CC(=NC1)Cl (5-amino-2-chloropyridine), BrCC1=CSC=C1 (3-(bromomethyl)thiophene), C(=O)(OC(C)(C)C)N1CCC(CC1)=O (1-Boc-4-piperidone), amine. Reported procedure: Using general procedure A with 5-amino-2-chloropyridine (254 mg, 1.98 mmol) and 1-Boc-4-piperidone (590 mg, 2.96 mmol), then general procedure H with the resulting amine and 3-(bromomethyl)thiophene (517 mg) and then using general procedure C gave (6-chloro-pyridin-3-yl)-piperidin-4-yl-thiophen-3-ylmethyl-amine as a green oil (65 mg, 10% over 3 steps). As a reaction SMILES: [NH2:1][C:2]1[CH:3]=[CH:4][C:5]([Cl:8])=[N:6][CH:7]=1.C([N:16]1[CH2:21][CH2:20][C:19](=O)[CH2:18][CH2:17]1)(OC(C)(C)C)=O.Br[CH2:24][C:25]1[CH:29]=[CH:28][S:27][CH:26]=1>>[Cl:8][C:5]1[N:6]=[CH:7][C:2]([N:1]([CH:19]2[CH2:18][CH2:17][NH:16][CH2:21][CH2:20]2)[CH2:24][C:25]2[CH:29]=[CH:28][S:27][CH:26]=2)=[CH:3][CH:4]=1. Yields the product ClC1=CC=C(C=N1)N(CC1=CSC=C1)C1CCNCC1 ((6-chloro-pyridin-3-yl)-piperidin-4-yl-thiophen-3-ylmethyl-amine).